This data is from the Open Reaction Database (ORD), a public repository of structured organic reaction records. The task is: describe an organic reaction: reactants, conditions, products, and yield The reactants are CC(\C=C\C1C(=CCCC1(C)C)C)N(C)C ([1-methyl-3-(2,6,6-trimethyl-2-cyclohexenyl)-2(trans)-propenyl]dimethylamine), ClCC1=C(C=C(C=C1)Cl)Cl (α,2,4-trichlorotoluene). Solvent: CO (methanol). Reported procedure: A mixture of [1-methyl-3-(2,6,6-trimethyl-2-cyclohexenyl)-2(trans)-propenyl]dimethylamine (2.0 g), α,2,4-trichlorotoluene (3.0 g) and methanol (10 cc) was refluxed for 5 hours, and the solvent of the reaction mixture was distilled off under reduced pressure. The residue was dissolved in a small amount of benzene and thereto was added a large amount of ether. The precipitated oil was gathered by decantation and dissolved in a small amount of benzene and thereto was further added a large amount of... The yield is 119.5%. Reaction SMILES: [CH3:1][CH:2]([N:14]([CH3:16])[CH3:15])/[CH:3]=[CH:4]/[CH:5]1[C:10]([CH3:12])([CH3:11])[CH2:9][CH2:8][CH:7]=[C:6]1[CH3:13].[Cl:17][CH2:18][C:19]1[CH:24]=[CH:23][C:22]([Cl:25])=[CH:21][C:20]=1[Cl:26]>CO>[Cl-:17].[CH3:1][CH:2]([N+:14]([CH3:16])([CH3:15])[CH2:18][C:19]1[CH:24]=[CH:23][C:22]([Cl:25])=[CH:21][C:20]=1[Cl:26])/[CH:3]=[CH:4]/[CH:5]1[C:10]([CH3:11])([CH3:12])[CH2:9][CH2:8][CH:7]=[C:6]1[CH3:13] |f:3.4|. Product: [Cl-].CC(\C=C\C1C(=CCCC1(C)C)C)[N+](CC1=C(C=C(C=C1)Cl)Cl)(C)C ([1-methyl-3-(2,6,6-trimethyl-2-cyclohexenyl)-2(trans)-propenyl]dimethyl(2,4-dichlorobenzyl)ammonium chloride).